This data is from the Open Reaction Database (ORD), a public repository of structured organic reaction records. The task is: describe an organic reaction: reactants, conditions, products, and yield The reactants are [Si](C)(C)(C(C)(C)C)OC(CC(CCCCCCCC\C=C/C\C=C/CCCCC)O)CCCCCCC\C=C/C\C=C/CCCCC.[SiH3]O[SiH3] (silyl ether (6Z,9Z,29Z,32Z)-21-((tert-butyldimethylsilyl)oxy)octatriaconta-6,9,29,32-tetraen-19-ol). Solvent: Cl.CO (HCl CH3OH), CCO (EtOH). Reaction conditions: time 45 minute. The product is CCCCC\C=C/C\C=C/CCCCCCCC(CC(CCCCCCCC\C=C/C\C=C/CCCCC)O)O ((6Z,9Z,29Z,32Z)-octatriaconta-6,9,29,32-tetraene-18,20-diol). Yield: 76.1%. RXN SMILES: [Si]([O:8][CH:9]([CH2:31][CH2:32][CH2:33][CH2:34][CH2:35][CH2:36][CH2:37]/[CH:38]=[CH:39]\[CH2:40]/[CH:41]=[CH:42]\[CH2:43][CH2:44][CH2:45][CH2:46][CH3:47])[CH2:10][CH:11]([OH:30])[CH2:12][CH2:13][CH2:14][CH2:15][CH2:16][CH2:17][CH2:18][CH2:19]/[CH:20]=[CH:21]\[CH2:22]/[CH:23]=[CH:24]\[CH2:25][CH2:26][CH2:27][CH2:28][CH3:29])(C(C)(C)C)(C)C.[SiH3]O[SiH3]>Cl.CO.CCO>[CH3:47][CH2:46][CH2:45][CH2:44][CH2:43]/[CH:42]=[CH:41]\[CH2:40]/[CH:39]=[CH:38]\[CH2:37][CH2:36][CH2:35][CH2:34][CH2:33][CH2:32][CH2:31][CH:9]([OH:8])[CH2:10][CH:11]([OH:30])[CH2:12][CH2:13][CH2:14][CH2:15][CH2:16][CH2:17][CH2:18][CH2:19]/[CH:20]=[CH:21]\[CH2:22]/[CH:23]=[CH:24]\[CH2:25][CH2:26][CH2:27][CH2:28][CH3:29] |f:0.1,2.3|. Reported procedure: The silyl ether (6Z,9Z,29Z,32Z)-21-((tert-butyldimethylsilyl)oxy)octatriaconta-6,9,29,32-tetraen-19-ol (6) (2.44 g, 3.62 mmol) was dissolved in HCl—CH3OH (1%, 100 mL) and EtOH (40 mL). After stirring (45 min) the solution was concentrated and subjected to chromatography (10%→15% EtOAc-hexanes) to yield (6Z,9Z,29Z,32Z)-octatriaconta-6,9,29,32-tetraene-18,20-diol (7) (1.54 g, 76%) as a clear colorless oil. Rf 0.12 (10% EtOAc-hexanes), FW 558.96, C38H70O2. Conditions: time 4 hour. Reactants: O (water), FC(C(=O)O)(F)F (Trifluoroacetic acid), C(C)(C)(C)OC(NC(C)(C1=CC=CC=C1)C1CCC(CC1)O)=O ([1-(4-Hydroxy-cyclohexyl)-1-phenyl-ethyl]carbamic acid tert-butyl ester), Cl (hydrochloric acid). The product is NC(C)(C1=CC=CC=C1)C1CCC(CC1)O (4-(1-Amino-1-phenyl-ethyl)-cyclohexanol). Procedure: Trifluoroacetic acid (8 mL) was added to a solution of [1-(4-hydroxy-cyclohexyl)-1-phenyl-ethyl]-carbamic acid tert-butyl ester (29) in dichloromethane (75 mL) from the previous stage. After stirring for 4 hours the reaction mixture was worked up by adding 2M aqueous hydrochloric acid (39 mL), followed by evaporation. Freeze drying overnight gave a pale brown semi-solid residue. This was treated with a mixture of water and acetonitrile. After freeze drying again 1.24 g of crude product as the hy... Solvent: C(C)#N (acetonitrile), ClCCl (dichloromethane). As a reaction SMILES: FC(F)(F)C(O)=O.C(OC(=O)[NH:14][C:15]([CH:23]1[CH2:28][CH2:27][CH:26]([OH:29])[CH2:25][CH2:24]1)([C:17]1[CH:22]=[CH:21][CH:20]=[CH:19][CH:18]=1)[CH3:16])(C)(C)C.Cl.O>ClCCl.C(#N)C>[NH2:14][C:15]([CH:23]1[CH2:28][CH2:27][CH:26]([OH:29])[CH2:25][CH2:24]1)([C:17]1[CH:22]=[CH:21][CH:20]=[CH:19][CH:18]=1)[CH3:16].